This data is from the Open Reaction Database (ORD), a public repository of structured organic reaction records. The task is: describe an organic reaction: reactants, conditions, products, and yield Reactants: O (Water), C(C1=CC=CC=C1)N1CCC(CC1)CC(O)C1=C(C=CC=C1)OC (2-(1-benzylpiperidin-4-yl)-1-(2-methoxyphenyl)ethanol), C(C)(=O)OCC (ethyl acetate). Run in CS(=O)C (dimethylsulfoxide), C(C)N(CC)CC (triethylamine), CS(=O)C (dimethylsulfoxide). Run at time 30 minute. The product is C(C1=CC=CC=C1)N1CCC(CC1)C(CC1=C(C=CC=C1)OC)=O (1-(1-benzylpiperidin-4-yl)-2-(2-methoxyphenyl)ethanone). RXN SMILES: [CH2:1]([N:8]1[CH2:13][CH2:12][CH:11]([CH2:14][CH:15]([C:17]2[CH:22]=[CH:21][CH:20]=[CH:19][C:18]=2[O:23][CH3:24])O)[CH2:10][CH2:9]1)[C:2]1[CH:7]=[CH:6][CH:5]=[CH:4][CH:3]=1.O.C(OCC)(=[O:28])C>CS(C)=O.C(N(CC)CC)C>[CH2:1]([N:8]1[CH2:13][CH2:12][CH:11]([C:14](=[O:28])[CH2:15][C:17]2[CH:22]=[CH:21][CH:20]=[CH:19][C:18]=2[O:23][CH3:24])[CH2:10][CH2:9]1)[C:2]1[CH:7]=[CH:6][CH:5]=[CH:4][CH:3]=1. Procedure details: After dissolving 1.63 g of 2-(1-benzylpiperidin-4-yl)-1-(2-methoxyphenyl)ethanol in 5 ml of dimethylsulfoxide, 4.2 ml of triethylamine was added, a solution of 2.39 g of sulfur trioxide-pyridine complex in dimethylsulfoxide (15 ml) was added dropwise and the mixture was stirred for 30 minutes at room temperature. Water was added to the reaction mixture, and extraction was performed with ethyl acetate. The organic layer was washed with saturated brine and dried over anhydrous magnesium sulfate, a...